This data is from the Open Reaction Database (ORD), a public repository of structured organic reaction records. The task is: describe an organic reaction: reactants, conditions, products, and yield The reactants are CC(C)(C)OC(=O)C=Cc1ccc(C=O)cn1, CC(=O)c1ccc(N2CCN(C)CC2)cc1, CCO, [K+], [OH-]. Product: CN1CCN(c2ccc(C(=O)C=Cc3ccc(C=CC(=O)OC(C)(C)C)nc3)cc2)CC1. As a reaction SMILES: [C:1]([CH3:2])([CH3:3])([CH3:4])[O:5][C:6]([CH:7]=[CH:8][c:9]1[n:10][cH:11][c:12]([CH:15]=[O:16])[cH:13][cH:14]1)=[O:17].[CH3:18][N:19]1[CH2:20][CH2:21][N:22]([c:25]2[cH:26][cH:27][c:28]([C:31]([CH3:32])=[O:33])[cH:29][cH:30]2)[CH2:23][CH2:24]1.[CH3:36][CH2:37][OH:38].[K+:35].[OH-:34]>>[C:1]([CH3:2])([CH3:3])([CH3:4])[O:5][C:6]([CH:7]=[CH:8][c:9]1[n:10][cH:11][c:12]([CH:15]=[CH:32][C:31]([c:28]2[cH:27][cH:26][c:25]([N:22]3[CH2:21][CH2:20][N:19]([CH3:18])[CH2:24][CH2:23]3)[cH:30][cH:29]2)=[O:33])[cH:13][cH:14]1)=[O:17]. Reactants: B(F)(F)F (boron trifluoride), FC1=C(C(=O)O)C=C(C(=C1)[N+](=O)[O-])OC (2-fluoro-5-methoxy-4-nitrobenzoic acid), FC1=C(C(=O)O)C=C(C(=C1)[N+](=O)[O-])OC (2-fluoro-5-methoxy-4-nitrobenzoic acid), [BH4-].[Na+] (sodium borohydride). The solvent is C1CCOC1 (THF), C1CCOC1 (THF). Conditions: temperature 0 celsius, time 5 minute. The product is FC1=C(C=C(C(=C1)[N+](=O)[O-])OC)CO ((2-fluoro-5-methoxy-4-nitrophenyl)methanol). Yield: 97.0%. Reaction SMILES: [F:1][C:2]1[CH:10]=[C:9]([N+:11]([O-:13])=[O:12])[C:8]([O:14][CH3:15])=[CH:7][C:3]=1[C:4](O)=[O:5].[BH4-].[Na+].B(F)(F)F>C1COCC1>[F:1][C:2]1[CH:10]=[C:9]([N+:11]([O-:13])=[O:12])[C:8]([O:14][CH3:15])=[CH:7][C:3]=1[CH2:4][OH:5] |f:1.2|. Procedure details: A solution of 2-fluoro-5-methoxy-4-nitrobenzoic acid (Compound 130E, 1.60 g, 7.44 mmol) in THF (23.6 mL) is slowly charged with sodium borohydride (0.633 g, 16.8 mmol) and stirred for 5 minutes. A solution of boron trifluoride, ethyl ether complex (0.895 mL, 7.26 mmol) in THF (7.85 mL) is added to the reaction mixture. The resulting solution is heated at reflux for 4 h. The reaction mixture was cooled to 0° C., then quenched with ice (15 mL) and diluted with ether (25 mL) and 2 N NaOH (10 mL). T... Reactants: CI (Methyl iodide), [H-].[Na+] (NaH), ClC=1C=C(COC2=CC=C3C=C(C=NC3=C2)CO)C=CC1 ((7-((3-Chlorobenzyl)oxy)quinolin-3-yl)methanol). Run in CN(C)C=O (DMF), CN(C)C=O (DMF). Reaction conditions: time 10 minute. Yields the product ClC=1C=C(COC2=CC=C3C=C(C=NC3=C2)COC)C=CC1 (7-((3-Chlorobenzyl)oxy)-3-(methoxymethyl)quinoline). Yield: 60.6%. As a reaction SMILES: [H-].[Na+].[Cl:3][C:4]1[CH:5]=[C:6]([CH:21]=[CH:22][CH:23]=1)[CH2:7][O:8][C:9]1[CH:18]=[C:17]2[C:12]([CH:13]=[C:14]([CH2:19][OH:20])[CH:15]=[N:16]2)=[CH:11][CH:10]=1.[CH3:24]I>CN(C=O)C>[Cl:3][C:4]1[CH:5]=[C:6]([CH:21]=[CH:22][CH:23]=1)[CH2:7][O:8][C:9]1[CH:18]=[C:17]2[C:12]([CH:13]=[C:14]([CH2:19][O:20][CH3:24])[CH:15]=[N:16]2)=[CH:11][CH:10]=1 |f:0.1|. Procedure: To a cooled solution of NaH (60% in mineral oil, 12 mg, 0.3 mmol) in DMF (0.5 mL) under an atmosphere of nitrogen, was added a solution of (7-((3-chlorobenzyl)oxy)quinolin-3-yl)methanol (Example 35, 30 mg, 0.10 mmol) in DMF (0.5 mL). The reaction was stirred for 10 minutes. Methyl iodide (0.019 mL, 0.3 mmol) was added and the reaction was stirred for an additional 25 minutes at 0° C. before being quenched with a sat. NH4Cl (aq.) solution. The aqueous layer was extracted with EtOAc. The organic l... The reactants are NC1=NC(=C(C(=N1)C=1OC(=CC1)Br)C#N)SC (2-amino-4-(5-bromo-furan-2-yl)-6-methylsulfanyl-pyrimidine-5-carbonitrile), C[O-].[Na+] (sodium methylate), ice water. The solvent is COCCOC (DME). Conditions: temperature 50 celsius. Yields the product NC1=NC(=C(C(=N1)C=1OC(=CC1)OC)C#N)SC (2-amino-4-(5-methoxy-furan-2-yl)-6-methylsulfanyl-pyrimidine-5-carbonitrile). Isolated yield 87.6%. Reaction SMILES: [NH2:1][C:2]1[N:7]=[C:6]([C:8]2[O:9][C:10](Br)=[CH:11][CH:12]=2)[C:5]([C:14]#[N:15])=[C:4]([S:16][CH3:17])[N:3]=1.[CH3:18][O-:19].[Na+]>COCCOC>[NH2:1][C:2]1[N:7]=[C:6]([C:8]2[O:9][C:10]([O:19][CH3:18])=[CH:11][CH:12]=2)[C:5]([C:14]#[N:15])=[C:4]([S:16][CH3:17])[N:3]=1 |f:1.2|. Reported procedure: To a stirred solution of 493 mg (1.58 mmol) 2-amino-4-(5-bromo-furan-2-yl)-6-methylsulfanyl-pyrimidine-5-carbonitrile in 10 ml DME was added 2.1 ml (11,3 mmol) sodium methylate solution (5.4M in methanol) and the mixture heated at 50° C. for 1 h. The reaction mixture was then poured into 100 ml ice-water and the resulting precipitate collected by filtration and washed with water. Chromatography (ethyl acetate/hexane 1/1) afforded 363 mg (87%) 2-amino-4-(5-methoxy-furan-2-yl)-6-methylsulfanyl-pyr... The reactants are ClC=1N=C(C2=C(N1)C=C(S2)CN2CC1(C2)CCN(CC1)C)N1CCOCC1 (2-chloro-6-(7-methyl-2,7-diaza-spiro[3.5]non-2-ylmethyl)-4-morpholin-4-yl-thieno[3,2-d]pyrimidine), N1(CCC1)[C@@H]1[C@@H](CNCC1)F ((cis)-4-azetidin-1-yl-3-fluoro-piperidine). The product is N1(CCC1)[C@@H]1[C@@H](CN(CC1)CC1=CC=2N=C(N=C(C2S1)N1CCOCC1)Cl)F (6-((cis)-4-Azetidin-1-yl-3-fluoro-piperidin-1-ylmethyl)-2-chloro-4-morpholin-4-yl-thieno[3,2-d]pyrimidine), solid. Yield: 57.0%. Reaction SMILES: [Cl:1][C:2]1[N:3]=[C:4]([N:22]2[CH2:27][CH2:26][O:25][CH2:24][CH2:23]2)[C:5]2[S:10][C:9]([CH2:11]N3CC4(CCN(C)CC4)C3)=[CH:8][C:6]=2[N:7]=1.[N:28]1([C@H:32]2[CH2:37][CH2:36][NH:35][CH2:34][C@H:33]2[F:38])[CH2:31][CH2:30][CH2:29]1>>[N:28]1([C@H:32]2[CH2:37][CH2:36][N:35]([CH2:11][C:9]3[S:10][C:5]4[C:4]([N:22]5[CH2:27][CH2:26][O:25][CH2:24][CH2:23]5)=[N:3][C:2]([Cl:1])=[N:7][C:6]=4[CH:8]=3)[CH2:34][C@H:33]2[F:38])[CH2:29][CH2:30][CH2:31]1. Procedure details: Prepared according to the method used in the preparation of 2-chloro-6-(7-methyl-2,7-diaza-spiro[3.5]non-2-ylmethyl)-4-morpholin-4-yl-thieno[3,2-d]pyrimidine using (cis)-4-azetidin-1-yl-3-fluoro-piperidine in place of 7-methyl-2,7-diaza-spiro[3.5]nonane. The title compound was obtained as a tan solid (284 mg, 57%). The reactants are CC(C)(C)OC(=O)N1CCC(C#N)CC1, CO, Cl, NO, [Na+], [Na+], O=C([O-])[O-], O. Yields the product CC(C)(C)OC(=O)N1CCC(C(N)=NO)CC1. Reaction SMILES: [C:1](#[N:2])[CH:3]1[CH2:4][CH2:5][N:6]([C:9](=[O:10])[O:11][C:12]([CH3:13])([CH3:14])[CH3:15])[CH2:7][CH2:8]1.[CH3:26][OH:27].[ClH:16].[NH2:17][OH:18].[Na+:19].[Na+:20].[O-:21][C:22](=[O:23])[O-:24].[OH2:25]>>[C:1]([NH2:2])([CH:3]1[CH2:4][CH2:5][N:6]([C:9](=[O:10])[O:11][C:12]([CH3:13])([CH3:14])[CH3:15])[CH2:7][CH2:8]1)=[N:17][OH:18]. The reactants are C(C1=CC=CC=C1)N(CCC#N)CCC#N (N-benzylbis(2-cyanoethyl)amine), solution, [OH-].[Na+] (NaOH). Reagents/catalysts: [Ni] (Raney nickel). The solvent is C(C)O (ethanol). Reaction conditions: time 48 hour. Product: C(C1=CC=CC=C1)N(CCCN)CCCN (N-benzylbis(3-aminopropyl)amine). Yield: 89.7%. As a reaction SMILES: [CH2:1]([N:8]([CH2:13][CH2:14][C:15]#[N:16])[CH2:9][CH2:10][C:11]#[N:12])[C:2]1[CH:7]=[CH:6][CH:5]=[CH:4][CH:3]=1.[OH-].[Na+]>[Ni].C(O)C>[CH2:1]([N:8]([CH2:9][CH2:10][CH2:11][NH2:12])[CH2:13][CH2:14][CH2:15][NH2:16])[C:2]1[CH:7]=[CH:6][CH:5]=[CH:4][CH:3]=1 |f:1.2|. Reported procedure: A mixture of 43.3 g (0.203 mol) of N-benzylbis(2-cyanoethyl)amine, 7.8 g of a 50% aqueous slurry of Raney nickel and 90 mL of a 1.4 M solution of NaOH in 95% ethanol was hydrogenated in a Parr apparatus for 48 h. The catalyst was removed by filtration and washed with 80 mL of 95% ethanol. The combined filtrates were concentrated by rotary evaporation. A solution of the residue in 100 mL of hexane/chloroform (1:1, v/v) was dried over Na2SO4, filtered and concentrated by rotary evaporation. Remova...